From a dataset of the Open Reaction Database (ORD), a public repository of structured organic reaction records. describe an organic reaction: reactants, conditions, products, and yield The reactants are C(C)(C)N(CCN1C(=O)C(=O)C2=CC(=CC=C12)OC)C(C)C (1-(2-diisopropylaminoethyl)-5-methoxyisatin), Cl.NNC(=O)N (semicarbazide hydrochloride). The product is C(C)(C)N(CCN1C(=O)/C(/C2=CC(=CC=C12)OC)=N/NC(=O)N)C(C)C ((E)-1-(2-diisopropylaminoethyl)-5-methoxyisatin 3-semicarbazone). Yield: 84.0%. RXN SMILES: [CH:1]([N:4]([CH:20]([CH3:22])[CH3:21])[CH2:5][CH2:6][N:7]1[C:17]2[C:12](=[CH:13][C:14]([O:18][CH3:19])=[CH:15][CH:16]=2)[C:10](=O)[C:8]1=[O:9])([CH3:3])[CH3:2].Cl.[NH2:24][NH:25][C:26]([NH2:28])=[O:27]>>[CH:1]([N:4]([CH:20]([CH3:22])[CH3:21])[CH2:5][CH2:6][N:7]1[C:17]2[C:12](=[CH:13][C:14]([O:18][CH3:19])=[CH:15][CH:16]=2)/[C:10](=[N:24]\[NH:25][C:26]([NH2:28])=[O:27])/[C:8]1=[O:9])([CH3:3])[CH3:2] |f:1.2|. Procedure: By using 1-(2-diisopropylaminoethyl)-5-methoxyisatin and semicarbazide hydrochloride, a method analogous to that described in Example 6 was carried out to obtain (E)-1-(2-diisopropylaminoethyl)-5-methoxyisatin 3-semicarbazone having a melting point of 157°-159° C. (yield: 84.0%, recrystallizing solvent: ethanol). Reactants: COC1CCNCC1, O=C(Cl)Oc1ccccc1, COc1ccc(C2COCCOC2)c2sc(N)nc12. Yields the product COc1ccc(C2COCCOC2)c2sc(NC(=O)N3CCC(OC)CC3)nc12. Reaction SMILES: [CH3:30][O:31][CH:32]1[CH2:33][CH2:34][NH:35][CH2:36][CH2:37]1.[Cl:20][C:21](=[O:22])[O:23][c:24]1[cH:25][cH:26][cH:27][cH:28][cH:29]1.[O:1]1[CH2:2][CH2:3][O:4][CH2:5][CH:6]([c:8]2[cH:9][cH:10][c:11]([O:18][CH3:19])[c:12]3[n:13][c:14]([NH2:17])[s:15][c:16]23)[CH2:7]1>>[O:1]1[CH2:2][CH2:3][O:4][CH2:5][CH:6]([c:8]2[cH:9][cH:10][c:11]([O:18][CH3:19])[c:12]3[n:13][c:14]([NH:17][C:21](=[O:22])[N:35]4[CH2:34][CH2:33][CH:32]([O:31][CH3:30])[CH2:37][CH2:36]4)[s:15][c:16]23)[CH2:7]1. Starting materials: [OH-].[Na+] (Sodium hydroxide), Cl (hydrogen chloride), C(CCC)OC1=NC(=C2N=C(N(C2=N1)CC1CCOCC1)OC)N (2-Butoxy-8-methoxy-9-(tetrahydro-2H-pyran-4-ylmethyl)-9H-purin-6-amine). Solvent: O1CCOCC1 (1,4-dioxane), CO (methanol), CO (methanol), O (water). Reaction conditions: time 16 hour. Yields the product NC1=C2NC(N(C2=NC(=N1)OCCCC)CC1CCOCC1)=O (6-Amino-2-butoxy-9-(tetrahydro-2H-Pyran-4-ylmethyl)-7,9-dihydro-8H-Purin-8-one). The yield is 89.7%. As a reaction SMILES: [CH2:1]([O:5][C:6]1[N:14]=[C:13]2[C:9]([N:10]=[C:11]([O:22]C)[N:12]2[CH2:15][CH:16]2[CH2:21][CH2:20][O:19][CH2:18][CH2:17]2)=[C:8]([NH2:24])[N:7]=1)[CH2:2][CH2:3][CH3:4].Cl.[OH-].[Na+]>CO.O1CCOCC1.O>[NH2:24][C:8]1[N:7]=[C:6]([O:5][CH2:1][CH2:2][CH2:3][CH3:4])[N:14]=[C:13]2[C:9]=1[NH:10][C:11](=[O:22])[N:12]2[CH2:15][CH:16]1[CH2:17][CH2:18][O:19][CH2:20][CH2:21]1 |f:2.3|. Reported procedure: 2-Butoxy-8-methoxy-9-(tetrahydro-2H-pyran-4-ylmethyl)-9H-purin-6-amine (0.22 g) was dissolved in methanol (10 mL) and treated with 4N hydrogen chloride in 1,4-dioxane (1 mL). The reaction was stirred at room temperature 16 hours and stripped to give a solid that was suspended in water (2 mL) before sufficient methanol was added until a solution was obtained. 2N Sodium hydroxide solution was added to bring to pH 7, and the solution concentrated until a suspension formed. The white solid was filte... Reactants: ClC=1C=C(C=C(C1C[C@H]1C(N(CC1)N1CCCCC1)=O)Cl)C1=CC=C(C=C1)C(=O)O ((R)-3′,5′-dichloro-4′-(2-oxo-1-piperidin-1-yl-pyrrolidin-3-ylmethyl)-biphenyl-4-carboxylic acid), C(=O)(N1C=NC=C1)N1C=NC=C1 (1,1′-carbonyldiimidazole), OC1CCNCC1 (4-hydroxypiperidine), C(C)(C)N(CC)C(C)C (diisopropylethylamine). Solvent: C(Cl)Cl (CH2Cl2). Run at time 1 hour. Product: ClC=1C=C(C=C(C1C[C@H]1C(N(CC1)N1CCCCC1)=O)Cl)C1=CC=C(C=C1)C(=O)N1CCC(CC1)O ((R)-3-[3,5-Dichloro-4′-(4-hydroxy-piperidine-1-carbonyl)-biphenyl-4-ylmethyl]-1-piperidin-1-yl-pyrrolidin-2-one). The yield is 88.5%. As a reaction SMILES: [Cl:1][C:2]1[CH:3]=[C:4]([C:22]2[CH:27]=[CH:26][C:25]([C:28](O)=[O:29])=[CH:24][CH:23]=2)[CH:5]=[C:6]([Cl:21])[C:7]=1[CH2:8][C@@H:9]1[CH2:13][CH2:12][N:11]([N:14]2[CH2:19][CH2:18][CH2:17][CH2:16][CH2:15]2)[C:10]1=[O:20].C(N1C=CN=C1)(N1C=CN=C1)=O.[OH:43][CH:44]1[CH2:49][CH2:48][NH:47][CH2:46][CH2:45]1.C(N(C(C)C)CC)(C)C>C(Cl)Cl>[Cl:1][C:2]1[CH:3]=[C:4]([C:22]2[CH:27]=[CH:26][C:25]([C:28]([N:47]3[CH2:48][CH2:49][CH:44]([OH:43])[CH2:45][CH2:46]3)=[O:29])=[CH:24][CH:23]=2)[CH:5]=[C:6]([Cl:21])[C:7]=1[CH2:8][C@@H:9]1[CH2:13][CH2:12][N:11]([N:14]2[CH2:19][CH2:18][CH2:17][CH2:16][CH2:15]2)[C:10]1=[O:20]. Reported procedure: Treat a solution of (R)-3′,5′-dichloro-4′-(2-oxo-1-piperidin-1-yl-pyrrolidin-3-ylmethyl)-biphenyl-4-carboxylic acid (0.102 g, 0.228 mmol) in CH2Cl2 (10 mL) with 1,1′-carbonyldiimidazole (0.074 g, 0.457 mmol) and stir for 1 hour at room temperature. Treat the reaction with 4-hydroxypiperidine (0.065 g, 0.34 mmol) and diisopropylethylamine (0.044 g, 0.34 mmol) and stir for 12 hours at room temperature. Purify the mixture on silica gel column with 100% ethyl acetate and 10% methanol in dichlorometh... The reactants are NN1CCCC1 (aminopyrrolidine), ClC=1N=C(C2=C(N1)C=C(S2)C)N(C)C (2-chloro-N,N,6-trimethylthieno[3,2-d]pyrimidin-4-amine), (±)-BINAP, N[C@@H]1CN(C[C@H]1O)C(CC1=CC=C(C=C1)OC(F)(F)F)=O (1-((3R,4R)-3-amino-4-hydroxypyrrolidin-1-yl)-2-(4-trifluoromethoxyphenyl)ethanone), CC(C)([O-])C.[Na+] (sodium t-butoxide). The reagents and catalysts are C=1C=CC(=CC1)/C=C/C(=O)/C=C/C2=CC=CC=C2.C=1C=CC(=CC1)/C=C/C(=O)/C=C/C2=CC=CC=C2.C=1C=CC(=CC1)/C=C/C(=O)/C=C/C2=CC=CC=C2.[Pd].[Pd] (Pd2(dba)3). Run in O1CCOCC1 (1,4-dioxane), C(C)(=O)OCC (ethyl acetate), O (water). Conditions: temperature 60 celsius, time 5 hour. The product is CN(C=1C2=C(N=C(N1)N[C@@H]1CN(C[C@H]1O)C(CC1=CC=C(C=C1)OC(F)(F)F)=O)C=C(S2)C)C (1-((3R,4R)-3-(4-dimethylamino-6-methylthieno[3,2-d]pyrimidin-2-ylamino)-4-hydroxypyrrolidin-1-yl)-2-(4-trifluoromethoxyphenyl)ethanone). Isolated yield 29.7%. As a reaction SMILES: NN1CCCC1.Cl[C:8]1[N:9]=[C:10]([N:18]([CH3:20])[CH3:19])[C:11]2[S:16][C:15]([CH3:17])=[CH:14][C:12]=2[N:13]=1.[NH2:21][C@H:22]1[C@H:26]([OH:27])[CH2:25][N:24]([C:28](=[O:41])[CH2:29][C:30]2[CH:35]=[CH:34][C:33]([O:36][C:37]([F:40])([F:39])[F:38])=[CH:32][CH:31]=2)[CH2:23]1.CC(C)([O-])C.[Na+]>C(OCC)(=O)C.O.C1C=CC(/C=C/C(/C=C/C2C=CC=CC=2)=O)=CC=1.C1C=CC(/C=C/C(/C=C/C2C=CC=CC=2)=O)=CC=1.C1C=CC(/C=C/C(/C=C/C2C=CC=CC=2)=O)=CC=1.[Pd].[Pd].O1CCOCC1>[CH3:19][N:18]([CH3:20])[C:10]1[C:11]2[S:16][C:15]([CH3:17])=[CH:14][C:12]=2[N:13]=[C:8]([NH:21][C@H:22]2[C@H:26]([OH:27])[CH2:25][N:24]([C:28](=[O:41])[CH2:29][C:30]3[CH:31]=[CH:32][C:33]([O:36][C:37]([F:38])([F:39])[F:40])=[CH:34][CH:35]=3)[CH2:23]2)[N:9]=1 |f:3.4,7.8.9.10.11|. Procedure: To a solution of 50% aqueous dimethyl amine (0.15 g) in ethanol (5 mL) were added 2,4-dichloro-6-methylthieno[3,2-d]pyrimidine (0.25 g) and triethylamine (0.12 g) at room temperature, and the mixture was stirred for 2 h. The reaction mixture was concentrated under reduced pressure and diluted with chloroform and water, and then the aqueous layer was extracted with chloroform. The organic layer was washed with 1 M hydrochloric acid and saturated brine and then dried with anhydrous magnesium sulfa... Reactants: C12(CC3CC(CC(C1)C3)C2)C=2C=C(C=CC2OC)C=2C=C3C=CC(=CC3=CC2)C=O (6-[3-(1-adamantyl)-4-methoxyphenyl]-2-naphthaldehyde), CC(C)C[AlH]CC(C)C (DIBAL). The solvent is C1(=CC=CC=C1)C (toluene). The product is C12(CC3CC(CC(C1)C3)C2)C=2C=C(C=CC2OC)C=2C=C3C=CC(=CC3=CC2)CO (6-[3-(1-adamantyl)-4-methoxyphenyl]-naphthalen-2-yl-methylalcohol). The yield is 89.6%. RXN SMILES: [C:1]12([C:11]3[CH:12]=[C:13]([C:19]4[CH:20]=[C:21]5[C:26](=[CH:27][CH:28]=4)[CH:25]=[C:24]([CH:29]=[O:30])[CH:23]=[CH:22]5)[CH:14]=[CH:15][C:16]=3[O:17][CH3:18])[CH2:10][CH:5]3[CH2:6][CH:7]([CH2:9][CH:3]([CH2:4]3)[CH2:2]1)[CH2:8]2.CC(C[AlH]CC(C)C)C>C1(C)C=CC=CC=1>[C:1]12([C:11]3[CH:12]=[C:13]([C:19]4[CH:20]=[C:21]5[C:26](=[CH:27][CH:28]=4)[CH:25]=[C:24]([CH2:29][OH:30])[CH:23]=[CH:22]5)[CH:14]=[CH:15][C:16]=3[O:17][CH3:18])[CH2:8][CH:7]3[CH2:6][CH:5]([CH2:4][CH:3]([CH2:9]3)[CH2:2]1)[CH2:10]2. Reported procedure: To a solution of 6-[3-(1-adamantyl)-4-methoxyphenyl]-2-naphthaldehyde (0.500 g, 1.26 mmol, see Example 9) in 15 mL toluene at −78° C. under an atmosphere of argon was added DIBAL (2.5 mL, 1.0 M in toluene, 3.79 mmol) via needle dropwise. After 1 hour the reaction mixture was quenched with ethyl acetate and the resulting mixture was allowed to warm to RT. The mixture was diluted with ethyl acetate and washed with 1.0 N HCl, water and brine. The organics were dried with magnesium sulfate, filtered...